This data is from the Open Reaction Database (ORD), a public repository of structured organic reaction records. The task is: describe an organic reaction: reactants, conditions, products, and yield Reaction SMILES: [C:1]1([CH2:11][N:12]2[CH2:16][CH2:15][C@@H:14]([NH:17][C:18]3[N:19]=[CH:20][C:21](/[CH:24]=[CH:25]/[C:26]([NH:28][O:29]C4CCCCO4)=[O:27])=[N:22][CH:23]=3)[CH2:13]2)[C:10]2[C:5](=[CH:6][CH:7]=[CH:8][CH:9]=2)[CH:4]=[CH:3][CH:2]=1.[ClH:36].CCOC(C)=O>CCO>[ClH:36].[ClH:36].[OH:29][NH:28][C:26](=[O:27])/[CH:25]=[CH:24]/[C:21]1[CH:20]=[N:19][C:18]([NH:17][C@@H:14]2[CH2:15][CH2:16][N:12]([CH2:11][C:1]3[C:10]4[C:5](=[CH:6][CH:7]=[CH:8][CH:9]=4)[CH:4]=[CH:3][CH:2]=3)[CH2:13]2)=[CH:23][N:22]=1 |f:4.5.6|. Starting materials: C1(=CC=CC2=CC=CC=C12)CN1C[C@@H](CC1)NC=1N=CC(=NC1)/C=C/C(=O)NOC1OCCCC1 ((2E)-3-[5-[{(3R)-1-(1-naphthylmethyl)-3-pyrrolidinyl}amino]-2-pyrazinyl]-N-(tetrahydro-2H-pyran-2-yloxy)acrylamide), Cl (HCl), CCOC(=O)C (AcOEt). Product: Cl.Cl.ONC(\C=C\C1=NC=C(N=C1)N[C@H]1CN(CC1)CC1=CC=CC2=CC=CC=C12)=O ((2E)-N-hydroxy-3-[5-[{(3R)-1-(1-naphthylmethyl)-3-pyrrolidinyl}amino]-2-pyrazinyl]acrylamide dihydrochloride). Reported procedure: A solution of (2E)-3-[5-[{(3R)-1-(1-naphthylmethyl)-3-pyrrolidinyl}amino]-2-pyrazinyl]-N-(tetrahydro-2H-pyran-2-yloxy)acrylamide (350 mg) and 2N—HCl solution in EtOH (10 mL) was stirred for 2 hours at ambient temperature. AcOEt (10 ml) and IPE (50 ml) was added to the reaction mixture. The resulting solid was collected by filtration to give (2E)-N-hydroxy-3-[5-[{(3R)-1-(1-naphthylmethyl)-3-pyrrolidinyl}amino]-2-pyrazinyl]acrylamide dihydrochloride (275 mg). Solvent: CCO (EtOH). The reactants are NN (Hydrazine), C1(C=2C(C(N1CCCN1C[C@H]3CC4=C(C[C@H]3C1)C=CC=C4)=O)=CC=CC2)=O (2-(3-Phthalimido-n-prop-1-yl)-cis-2,3,3a,4,9,9a-hexahydro-1H-benz[f]isoindole), C(C)OCC (diethyl ether). The solvent is C(C)O (ethanol). Conditions: time 30 minute. Yields the product NCCCN1C[C@H]2CC3=C(C[C@H]2C1)C=CC=C3 (2-(3-amino-n-prop-1-yl)-cis-2,3,3a,4,9,9a-hexahydro-1H-benz[f]isoindole). The yield is 62.0%. As a reaction SMILES: NN.C1(=O)[N:7]([CH2:8][CH2:9][CH2:10][N:11]2[CH2:19][C@H:18]3[C@H:13]([CH2:14][C:15]4[CH:23]=[CH:22][CH:21]=[CH:20][C:16]=4[CH2:17]3)[CH2:12]2)C(=O)C2=CC=CC=C12.C(OCC)C>C(O)C>[NH2:7][CH2:8][CH2:9][CH2:10][N:11]1[CH2:19][C@H:18]2[C@H:13]([CH2:14][C:15]3[CH:23]=[CH:22][CH:21]=[CH:20][C:16]=3[CH2:17]2)[CH2:12]1. Procedure: Hydrazine (9 mg, 0.28 mmol) was added to a solution of 2-(3-Phthalimido-n-prop-1-yl)-cis-2,3,3a,4,9,9a-hexahydro-1H-benz[f]isoindole (50 mg, 0.14 mmol) in 1 mL of ethanol, and the mixture was refluxed for 6 hours. The mixture was cooled to room temperature, and 5 mL of diethyl ether was added with stirring. After 30 minutes, a white solid had precipitated. The solid was collected by filtration, rinsed with diethyl ether, then stirred in 10 mL of chloroform. The solids were filtered and washed wi... The reactants are C(C1=CC=CC=C1)OC1=C(C=CC=C1)Br (2-benzyloxy-1-bromo benzene), C(CCC)[Li] (n-butyllithium), S(=O)(=O)(Cl)Cl (sulfuryl chloride), S(=O)=O.C1CCOC1 (sulfur dioxide THF). Solvent: C(C)OCC.C1CCOC1 (diethyl ether THF), O (water). The product is C(C1=CC=CC=C1)OC1=C(C=CC=C1)S(=O)(=O)Cl (2-benzyloxy-benzenesulfonyl chloride). Isolated yield 72.0%. RXN SMILES: [CH2:1]([O:8][C:9]1[CH:14]=[CH:13][CH:12]=[CH:11][C:10]=1Br)[C:2]1[CH:7]=[CH:6][CH:5]=[CH:4][CH:3]=1.C([Li])CCC.S(=O)=O.C1COCC1.[S:29](Cl)([Cl:32])(=[O:31])=[O:30]>C(OCC)C.C1COCC1.O>[CH2:1]([O:8][C:9]1[CH:14]=[CH:13][CH:12]=[CH:11][C:10]=1[S:29]([Cl:32])(=[O:31])=[O:30])[C:2]1[CH:7]=[CH:6][CH:5]=[CH:4][CH:3]=1 |f:2.3,5.6|. Reported procedure: To 2-benzyloxy-1-bromo benzene (4.0 g, 15.2 mmol) in diethyl ether/THF (1:1, 100 mL) at −78° C. was added n-butyllithium (2 equiv.). After 30 min sulfur dioxide/THF (1:1, 40 mL) was added. The reaction warmed to room temperature over 1.5 h and the solvent was removed under reduced pressure. Hexanes (75 mL) was added and the reaction was cooled to 0° C. prior to adding sulfuryl chloride (2 equiv.). After 15 min the reaction was poured into water, washed with brine and dried over magnesium sulfate... Starting materials: C(C)(=O)NC1=CC(=C(C(=O)O)C=C1)C (4-(Acetylamino)-2-methylbenzoic acid), B.C1CCOC1 (borane THF). Solvent: C1CCOC1 (THF). Conditions: time 8 hour. Product: OCC1=C(C=C(C=C1)NC(C)=O)C (N-[4-(Hydroxymethyl)-3-methylphenyl]acetamide). Yield: 20.3%. Reaction SMILES: [C:1]([NH:4][C:5]1[CH:13]=[CH:12][C:8]([C:9](O)=[O:10])=[C:7]([CH3:14])[CH:6]=1)(=[O:3])[CH3:2].B.C1COCC1>C1COCC1>[OH:10][CH2:9][C:8]1[CH:12]=[CH:13][C:5]([NH:4][C:1](=[O:3])[CH3:2])=[CH:6][C:7]=1[CH3:14] |f:1.2|. Reported procedure: 4-(Acetylamino)-2-methylbenzoic acid (2 g, 10.4 mmol) was suspended in THF (50 mL) and borane-THF complex (1M in THF, 26 mL, 26 mmol) added drop-wise over ˜15 minutes. The reaction mixture was stirred under argon at room temperature overnight then quenched with water (52 mL) and extracted with ethyl acetate (×3). The combined organics were dried and concentrated to give the crude product which was purified by column chromatography. Elution with 0-100% ethyl acetate/petroleum ether yielded the ti... Starting materials: CN(C)C=O, CS(=O)(=O)c1nc2cccnc2s1, Cl, Cl, OCCN1CCC(Nc2nc3ccccc3n2Cc2ccc(F)cc2)CC1, [H-], [Na+], O. Product: Fc1ccc(Cn2c(NC3CCN(CCOc4nc5cccnc5s4)CC3)nc3ccccc32)cc1. RXN SMILES: [CH3:32][N:33]([CH3:34])[CH:35]=[O:36].[CH3:37][S:38](=[O:39])(=[O:40])[c:41]1[s:42][c:43]2[n:44][cH:45][cH:46][cH:47][c:48]2[n:49]1.[ClH:1].[ClH:2].[F:3][c:4]1[cH:5][cH:6][c:7]([CH2:10][n:11]2[c:12]([NH:20][CH:21]3[CH2:22][CH2:23][N:24]([CH2:27][CH2:28][OH:29])[CH2:25][CH2:26]3)[n:13][c:14]3[c:15]2[cH:16][cH:17][cH:18][cH:19]3)[cH:8][cH:9]1.[H-:30].[Na+:31].[OH2:50]>>[F:3][c:4]1[cH:5][cH:6][c:7]([CH2:10][n:11]2[c:12]([NH:20][CH:21]3[CH2:22][CH2:23][N:24]([CH2:27][CH2:28][O:29][c:41]4[s:42][c:43]5[n:44][cH:45][cH:46][cH:47][c:48]5[n:49]4)[CH2:25][CH2:26]3)[n:13][c:14]3[c:15]2[cH:16][cH:17][cH:18][cH:19]3)[cH:8][cH:9]1.